Dataset: the Open Reaction Database (ORD), a public repository of structured organic reaction records. Task: describe an organic reaction: reactants, conditions, products, and yield The reactants are CC(C)C1=CC(=C(C(=C1)C(C)C)C2=C(C=CC=C2)P(C3CCCCC3)C4CCCCC4)C(C)C (X-Phos), IC=1C=2N(C=CC1Cl)C(=NN2)CC2CC2 (8-Iodo-3-cyclopropylmethyl-7-chloro[1,2,4]triazolo[4,3-a]pyridine), C(C)B(O)O (ethylboronic acid), C1(CCCCC1)P(C1=C(C=CC=C1)C1=C(C=CC=C1OC)OC)C1CCCCC1 (dicyclohexyl(2′,6′-dimethoxybiphenyl-2-yl)phosphine), C(=O)([O-])[O-].[K+].[K+] (K2CO3). Reagents/catalysts: C(C)(=O)[O-].[Pd+2].C(C)(=O)[O-] (palladium(II) acetate). Run in C1(=CC=CC=C1)C (toluene), CCOC(=O)C (EtOAc). Run at temperature 100 celsius. The product is C(C)C=1C=2N(C=CC1Cl)C(=NN2)CC2CC2 (8-Ethyl-3-cyclopropylmethyl-7-chloro[1.2.4]triazolo[4,3-a]pyridine). RXN SMILES: I[C:2]1[C:3]2[N:4]([C:9]([CH2:12][CH:13]3[CH2:15][CH2:14]3)=[N:10][N:11]=2)[CH:5]=[CH:6][C:7]=1[Cl:8].[CH2:16](B(O)O)[CH3:17].C1(P(C2CCCCC2)C2C=CC=CC=2C2C(OC)=CC=CC=2OC)CCCCC1.CC(C1C=C(C(C)C)C(C2C=CC=CC=2P(C2CCCCC2)C2CCCCC2)=C(C(C)C)C=1)C.C([O-])([O-])=O.[K+].[K+]>C1(C)C=CC=CC=1.CCOC(C)=O.C([O-])(=O)C.[Pd+2].C([O-])(=O)C>[CH2:16]([C:2]1[C:3]2[N:4]([C:9]([CH2:12][CH:13]3[CH2:15][CH2:14]3)=[N:10][N:11]=2)[CH:5]=[CH:6][C:7]=1[Cl:8])[CH3:17] |f:4.5.6,9.10.11|. Reported procedure: To a mixture of intermediate D70 (0.6 g, 1.8 mmol) in toluene (14 ml) under a nitrogen atmosphere were added ethylboronic acid (0.665 g, 9 mmol), dicyclohexyl(2′,6′-dimethoxybiphenyl-2-yl)phosphine; X-Phos (0.171 g, 0.36 mmol), palladium(II) acetate (0.04 g, 0.18 mmol) and K2CO3 (0.745 g, 5.396 mmol). The reaction mixture was heated at 100° C. overnight. After cooling, the mixture was diluted with EtOAc and washed with water. The organic layer was separated and concentrated in vacuo. The residue... Starting materials: CCC#N, [Li]CCCC, CCCCCC, CCOC(=O)C(F)(F)C(F)(F)F. Product: CC(C#N)C(=O)C(F)(F)C(F)(F)F. As a reaction SMILES: [C:1]([CH2:2][CH3:3])#[N:4].[CH2:17]([Li:18])[CH2:19][CH2:20][CH3:21].[CH3:22][CH2:23][CH2:24][CH2:25][CH2:26][CH3:27].[F:5][C:6]([C:7]([C:8]([O:10][CH2:9][CH3:11])=[O:12])([F:13])[F:14])([F:15])[F:16]>>[C:1]([CH:2]([CH3:3])[C:8]([C:7]([C:6]([F:5])([F:15])[F:16])([F:13])[F:14])=[O:10])#[N:4]. Reactants: O.[OH-].[Li+] (Lithium hydroxide monohydrate), N1=C(C=CC=C1)NC1=NN=C(O1)C(=O)NC1=CC=C(C=C1)[C@@H]1CC[C@H](CC1)CC(=O)OC (methyl {trans-4-[4-({[5-(pyridin-2-ylamino)-1,3,4-oxadiazol-2-yl]carbonyl}amino)phenyl]cyclohexyl}acetate). Run in O (water), C1CCOC1 (THF). Conditions: temperature 40 celsius, time 5 hour. Yields the product N1=C(C=CC=C1)NC1=NN=C(O1)C(=O)NC1=CC=C(C=C1)[C@@H]1CC[C@H](CC1)CC(=O)O ({trans-4-[4-({[5-(Pyridin-2-ylamino)-1,3,4-oxadiazol-2-yl]carbonyl}amino)phenyl]cyclohexyl}acetic acid). The yield is 39.8%. As a reaction SMILES: O.[OH-].[Li+].[N:4]1[CH:9]=[CH:8][CH:7]=[CH:6][C:5]=1[NH:10][C:11]1[O:15][C:14]([C:16]([NH:18][C:19]2[CH:24]=[CH:23][C:22]([C@H:25]3[CH2:30][CH2:29][C@H:28]([CH2:31][C:32]([O:34]C)=[O:33])[CH2:27][CH2:26]3)=[CH:21][CH:20]=2)=[O:17])=[N:13][N:12]=1>O.C1COCC1>[N:4]1[CH:9]=[CH:8][CH:7]=[CH:6][C:5]=1[NH:10][C:11]1[O:15][C:14]([C:16]([NH:18][C:19]2[CH:20]=[CH:21][C:22]([C@H:25]3[CH2:26][CH2:27][C@H:28]([CH2:31][C:32]([OH:34])=[O:33])[CH2:29][CH2:30]3)=[CH:23][CH:24]=2)=[O:17])=[N:13][N:12]=1 |f:0.1.2|. Procedure: Lithium hydroxide monohydrate (60 mg) in water (2 mL) was added to a stirred suspension of methyl {trans-4-[4-({[5-(pyridin-2-ylamino)-1,3,4-oxadiazol-2-yl]carbonyl}amino)phenyl]cyclohexyl}acetate (Example 105, 309 mg) in THF (7 mL). After 16 hours the solution was heated to 40° C. and stirred for a further 5 hours then allowed to cool to ambient temperature. The THF was removed in vacuo and the residue was acidified with 2M HCl. The precipitate was filtered off, washed with ether, warm DCM and ... Starting materials: Cl (HCl), S1C(=CC=C1)C(=O)O (2-thiophenecarboxylic acid), Cl.Cl.N1C[C@@H](CCC1)N1C(NC=2C1=C1C(=NC2)NC=C1)=O (1-[(3R)-3-piperidinyl]-3,6-dihydroimidazo[4,5-d]pyrrolo[2,3-b]pyridin-2(1H)-one dihydrochloride), ON1N=NC2=C1C=CC=C2 (1-hydroxybenzotriazole). Solvent: C(C)N(CC)CC (triethylamine), CN(C=O)C (N,N-dimethylformamide), CCOC(=O)C (EtOAc). Reaction conditions: time 9 hour. Product: S1C(=CC=C1)C(=O)N1C[C@@H](CCC1)N1C(NC=2C1=C1C(=NC2)NC=C1)=O (1-[(3R)-1-(2-thienylcarbonyl)-3-piperidinyl]-3,6-dihydroimidazo[4,5-d]pyrrolo[2,3-b]pyridin-2(1H)-one). Isolated yield 71.9%. Reaction SMILES: Cl.Cl.[NH:3]1[CH2:8][CH2:7][CH2:6][C@@H:5]([N:9]2[C:13]3=[C:14]4[CH:20]=[CH:19][NH:18][C:15]4=[N:16][CH:17]=[C:12]3[NH:11][C:10]2=[O:21])[CH2:4]1.ON1C2C=CC=CC=2N=N1.[S:32]1[CH:36]=[CH:35][CH:34]=[C:33]1[C:37](O)=[O:38].Cl>CN(C)C=O.CCOC(C)=O.C(N(CC)CC)C>[S:32]1[CH:36]=[CH:35][CH:34]=[C:33]1[C:37]([N:3]1[CH2:8][CH2:7][CH2:6][C@@H:5]([N:9]2[C:13]3=[C:14]4[CH:20]=[CH:19][NH:18][C:15]4=[N:16][CH:17]=[C:12]3[NH:11][C:10]2=[O:21])[CH2:4]1)=[O:38] |f:0.1.2|. Reported procedure: To a suspension of 1-[(3R)-3-piperidinyl]-3,6-dihydroimidazo[4,5-d]pyrrolo[2,3-b]pyridin-2(1H)-one dihydrochloride (30 mg) and 1-hydroxybenzotriazole (18.4 mg) in N,N-dimethylformamide (0.72 mL) was added triethylamine (0.028 mL), 2-thiophenecarboxylic acid (15.1 mg), and WSCD.HCl (70 mg, 0.365 mmol). After stirring for 9 hours at ambient temperature, the reaction mixture was diluted with EtOAc, washed with saturated aqueous sodium hydrogencarbonate, water (×3), and brine, dried over MgSO4, evap... The reactants are ( 9 ), ( 4.36 ), [Na+].[Cl-] (NaCl), ( 4.44 ), ( 4.45 ), CC(=CCC1=C(C=C(C=C1O)O)C2=CC=3C=CC(=CC3O2)O)C (Demethylmoracin I). Solvent: CO (MeOH). Yields the product C1=CC(=CC2=C1C=C(O2)C=3C=C(C=C(C3)O)O)O (Moracin M). Reaction SMILES: [Na+].[Cl-].CC(C)=CC[C:7]1[C:12]([OH:13])=[CH:11][C:10]([OH:14])=[CH:9][C:8]=1[C:15]1[O:23][C:22]2[CH:21]=[C:20]([OH:24])[CH:19]=[CH:18][C:17]=2[CH:16]=1>CO>[CH:18]1[C:17]2[CH:16]=[C:15]([C:8]3[CH:9]=[C:10]([OH:14])[CH:11]=[C:12]([OH:13])[CH:7]=3)[O:23][C:22]=2[CH:21]=[C:20]([OH:24])[CH:19]=1 |f:0.1|. Procedure details: Needles; UV (MeOH) λmax (log ε) 328 (4.36), 315 (4.44), 215 (4.45) nm; IR (NaCl) γmax 3339, 1612, 1442, 1292, 1151, 1000 cm−1; 1H NMR (CD3OD, 500 MHz) δ 6.25 (1H, t, J=2.2 Hz, H-4′), 6.73 (1H, dd, J=2.2, 8.4 Hz, H-5), 6.76 (2H, d, J=2.2 Hz, H-2′ and 6′), 6.90 (1H, d, J=1.8 Hz, H-7), 6.91 (1H, s, H-3), 7.34 (1H, d, J=8.3 Hz, H-4); 13C NMR (CD3OD, 125 MHz) δ 98.4 (C-7), 102.2 (C-3), 103.5 (C-4′), 103.9 (C-2′ and C-6′), 113.2 (C-5), 122.0 (C-4), 123.0 (C-9), 133.8 (C-1′), 156.1 (C-6), 156.8 (C-2), ... Reactants: FC=1C=C2C(NC=NC2=CC1)=S (6-fluoro-3H-quinazoline-4-thione), O.NN (hydrazine hydrate), C(OC)([O-])[O-] (methyl orthoformate). The solvent is O1CCCC1 (tetrahydrofuran). Conditions: temperature 15 celsius. The product is FC1=CC=2C=3N(C=NC2C=C1)N=CN3 (9-fluoro-1,2,4-triazolo[1,5-c]quinazoline). RXN SMILES: [F:1][C:2]1[CH:3]=[C:4]2[C:9](=[CH:10][CH:11]=1)[N:8]=[CH:7][NH:6][C:5]2=S.O.[NH2:14][NH2:15].[CH:16]([O-])([O-])OC>O1CCCC1>[F:1][C:2]1[CH:11]=[CH:10][C:9]2[N:8]=[CH:7][N:14]3[N:15]=[CH:16][N:6]=[C:5]3[C:4]=2[CH:3]=1 |f:1.2|. Procedure details: 3. 2.9 g of crude 6-fluoro-3H-quinazoline-4-thione are suspended in 75 ml of tetrahydrofuran. 7.9 ml of hydrazine hydrate are then added at room temperature while stirring. A solution results for a short time after about 15 min., then a precipitate separates. The mixture is stirred at room temperature for 3 h., 75 ml of methyl orthoformate are then added thereto and the tetrahydrofuran is distilled off. The residual suspension is stirred at room temperature for 3 h. The reaction solution is evap... Starting materials: Cl.COC(=O)CCNC(C1=CC(=C(C=C1)NCCCN1CCSCC1)N)=O (3-amino-4-(3-thiomorpholino-propylamino)-benzoic acid-[N-(2-methoxycarbonyl-ethyl)-amide]-hydrochloride), C(C)(=O)OCC.C(C)O (ethyl acetate ethanol). The product is COC(=O)CCNC(C1=CC(=C(C=C1)NCC=1C=NC=CC1)N)=O (3-amino-4-(3-pyridylmethylamino)-benzoic acid-[N-(2-methoxycarbonyl-ethyl)-amide]). As a reaction SMILES: Cl.[CH3:2][O:3][C:4]([CH2:6][CH2:7][NH:8][C:9](=[O:27])[C:10]1[CH:15]=[CH:14][C:13]([NH:16][CH2:17][CH2:18][CH2:19][N:20]2[CH2:25][CH2:24]SCC2)=[C:12]([NH2:26])[CH:11]=1)=[O:5].[C:28](OCC)(=O)C.C(O)C>>[CH3:2][O:3][C:4]([CH2:6][CH2:7][NH:8][C:9](=[O:27])[C:10]1[CH:15]=[CH:14][C:13]([NH:16][CH2:17][C:18]2[CH:19]=[N:20][CH:25]=[CH:24][CH:28]=2)=[C:12]([NH2:26])[CH:11]=1)=[O:5] |f:0.1,2.3|. Reported procedure: The same procedure is used as in (2). Rf value: 0.07 (silica gel; ethyl acetate/ethanol=9:1)